From a dataset of the Open Reaction Database (ORD), a public repository of structured organic reaction records. describe an organic reaction: reactants, conditions, products, and yield Reactants: CCOC(=O)CC(=O)OCC, CN(C)C=O, Cc1cc(F)ccc1[N+](=O)[O-], [H-], [Na+]. The product is CCOC(=O)C(C(=O)OCC)c1ccc([N+](=O)[O-])c(C)c1. RXN SMILES: [CH2:3]([CH3:4])[O:5][C:6]([CH2:7][C:8](=[O:9])[O:10][CH2:11][CH3:12])=[O:13].[CH3:25][N:26]([CH3:27])[CH:28]=[O:29].[F:14][c:15]1[cH:16][c:17]([CH3:24])[c:18]([N+:21](=[O:22])[O-:23])[cH:19][cH:20]1.[H-:1].[Na+:2]>>[CH2:3]([CH3:4])[O:5][C:6]([CH:7]([C:8](=[O:9])[O:10][CH2:11][CH3:12])[c:15]1[cH:16][c:17]([CH3:24])[c:18]([N+:21](=[O:22])[O-:23])[cH:19][cH:20]1)=[O:13].